The task is: describe an organic reaction: reactants, conditions, products, and yield. This data is from the Open Reaction Database (ORD), a public repository of structured organic reaction records. Reactants: CSC(=NCCSCc1[nH]cnc1C)NC#N, CCN, CCO. The product is CCNC(=NCCSCc1[nH]cnc1C)NC#N. As a reaction SMILES: [C:4](#[N:5])[NH:6][C:7]([S:8][CH3:9])=[N:10][CH2:11][CH2:12][S:13][CH2:14][c:15]1[c:16]([CH3:20])[n:17][cH:18][nH:19]1.[CH3:1][CH2:2][NH2:3].[CH3:21][CH2:22][OH:23]>>[CH3:1][CH2:2][NH:3][C:7]([NH:6][C:4]#[N:5])=[N:10][CH2:11][CH2:12][S:13][CH2:14][c:15]1[c:16]([CH3:20])[n:17][cH:18][nH:19]1. Starting materials: O (Water), Cl (HCl), FC1=C(OC2=CC(=C3C=NN(C3=C2)COCC[Si](C)(C)C)OCC2OC(OC2)(C)C)C=CC(=C1)F (6-(2,4-Difluoro-phenoxy)-4-(2,2-dimethyl-[1,3]dioxolan-4-ylmethoxy)-1-(2-trimethylsilanyl-ethoxymethyl)-1H-indazole). Solvent: CO (MeOH). Run at temperature 90 celsius. Yields the product FC1=C(OC2=CC(=C3C=NNC3=C2)OCC(CO)O)C=CC(=C1)F (3-[6-(2,4-difluoro-phenoxy)-1H-indazol-4-yloxy]-propane-1,2-diol). Isolated yield 86.7%. Reaction SMILES: [F:1][C:2]1[CH:34]=[C:33]([F:35])[CH:32]=[CH:31][C:3]=1[O:4][C:5]1[CH:13]=[C:12]2[C:8]([CH:9]=[N:10][N:11]2COCC[Si](C)(C)C)=[C:7]([O:22][CH2:23][CH:24]2[CH2:28][O:27]C(C)(C)[O:25]2)[CH:6]=1.O.Cl>CO>[F:1][C:2]1[CH:34]=[C:33]([F:35])[CH:32]=[CH:31][C:3]=1[O:4][C:5]1[CH:13]=[C:12]2[C:8]([CH:9]=[N:10][NH:11]2)=[C:7]([O:22][CH2:23][CH:24]([OH:25])[CH2:28][OH:27])[CH:6]=1. Procedure: 6-(2,4-Difluoro-phenoxy)-4-(2,2-dimethyl-[1,3]dioxolan-4-ylmethoxy)-1-(2-trimethylsilanyl-ethoxymethyl)-1H-indazole (0.905 g, 1.79 mmol) was dissolved in 20 mL of MeOH. Water (12 mL) and concentrated HCl (12 mL) were added, and the reaction mixture was sealed and heated to 90° C. for 30 minutes. The reaction mixture was cooled and concentrated under reduced pressure, and the residue was taken up in MeOH, made pH neutral by dropwise addition of aqueous NH4OH solution, and concentrated to dryness ... Procedure: 370 ml of ethanol are introduced into a 1 l reactor, with magnetic stirring, cooled to 0° C., and 3.5 g (0.146 mol) of sodium are introduced slowly, in small portions, followed by successive dropwise addition of 32.54 g (0.146 mol) of N-(5-fluoro-2-hydroxyphenyl)trifluoroacetamide and 28.18 g (0.146 mol) of 75% pure ethyl 4-bromo-2-butenoate, and the mixture is heated at 80° C. for 3 h. The reactants are [Na] (sodium), FC=1C=CC(=C(C1)NC(C(F)(F)F)=O)O (N-(5-fluoro-2-hydroxyphenyl)trifluoroacetamide), BrCC=CC(=O)OCC (ethyl 4-bromo-2-butenoate). Reaction SMILES: [Na].[F:2][C:3]1[CH:4]=[CH:5][C:6]([OH:16])=[C:7]([NH:9][C:10](=O)[C:11](F)(F)F)[CH:8]=1.BrCC=[CH:20][C:21]([O:23][CH2:24][CH3:25])=[O:22]>C(O)C>[F:2][C:3]1[CH:4]=[CH:5][C:6]2[O:16][CH2:11][CH:10]([CH2:20][C:21]([O:23][CH2:24][CH3:25])=[O:22])[NH:9][C:7]=2[CH:8]=1 |^1:0|. Run in C(C)O (ethanol). Product: FC=1C=CC2=C(NC(CO2)CC(=O)OCC)C1 (Ethyl (±)-6-fluoro-3,4-dihydro-2H-1,4-benzoxazine-3-acetate). Reaction conditions: temperature 0 celsius. Reactants: ( 10.0 ), IC1=CC=C(C=C1)N1C2=C(C3=C(C4=C1C=CC=C4)C=CC=C3)C=CC=C2 (9-(4-iodophenyl)tribenz[b,d,f]azepin), ( 14.1 ), C(CCC)[Li] (n-butyl lithium), B(OC)(OC)OC (trimethyl borate), S(O)(O)(=O)=O (sulfuric acid). Run in O1CCCC1 (tetrahydrofuran), CCCCCC (hexane), O1CCCC1 (tetrahydrofuran). Reaction conditions: temperature -78 celsius, time 30 minute. The product is C1=CC=CC=2C3=C(N(C4=C(C21)C=CC=C4)C4=CC=C(C=C4)B(O)O)C=CC=C3 (4-(tribenz[b,d,f]azepin-9-yl)phenyl boronic acid). The yield is 74.6%. RXN SMILES: I[C:2]1[CH:7]=[CH:6][C:5]([N:8]2[C:14]3[CH:15]=[CH:16][CH:17]=[CH:18][C:13]=3[C:12]3[CH:19]=[CH:20][CH:21]=[CH:22][C:11]=3[C:10]3[CH:23]=[CH:24][CH:25]=[CH:26][C:9]2=3)=[CH:4][CH:3]=1.C([Li])CCC.[B:32]([O:37]C)(OC)[O:33]C.S(=O)(=O)(O)O>O1CCCC1.CCCCCC>[CH:19]1[C:12]2[C:13]3[CH:18]=[CH:17][CH:16]=[CH:15][C:14]=3[N:8]([C:5]3[CH:4]=[CH:3][C:2]([B:32]([OH:37])[OH:33])=[CH:7][CH:6]=3)[C:9]3[CH:26]=[CH:25][CH:24]=[CH:23][C:10]=3[C:11]=2[CH:22]=[CH:21][CH:20]=1. Procedure details: Ten point zero (10.0) grams (22.5 mmol) of 9-(4-iodophenyl)tribenz[b,d,f]azepin was dissolved in 50 ml of tetrahydrofuran, and the solution was cooled to −78° C. Fourteen point one (14.1) ml (22.5 mmol) of a 1.6 M hexane solution containing n-butyl lithium was dropwise added thereinto. After completion of the addition, the solution was stirred for 30 minutes, and then a tetrahydrofuran solution containing 2.8 g (22.5 mmol) of trimethyl borate was dropwise added thereto over about one hour. After... Starting materials: O1[C@@]23[C@H]([C@H]4[C@@H]5CC[C@H](CC)[C@]5(CC[C@@H]4[C@]4(CCC(C1=C24)=O)C)C)O3 (6α,7α-diepoxypregn-4-en-3one), C(C)O (ethanol), [BH4-].[Na+] (sodium borohydride), Cl (hydrochloric acid). The solvent is O (water). Conditions: temperature 0 celsius, time 30 minute. Product: O1[C@@]23[C@H]([C@H]4[C@@H]5CC[C@H](CC)[C@]5(CC[C@@H]4[C@]4(CC[C@@H](C1=C24)O)C)C)O3 (6α,7α-diepoxypregn-4-en-3β-ol). The yield is 80.0%. Reaction SMILES: [O:1]1[C:19]2=[C:20]3[C@:15]([CH3:22])([CH2:16][CH2:17][C:18]2=[O:21])[C@@H:14]2[C@H:4]([C@H:5]4[C@:11]([CH3:23])([CH2:12][CH2:13]2)[C@@H:8]([CH2:9][CH3:10])[CH2:7][CH2:6]4)[C@@H:3]2[O:24][C@:2]123.C(O)C.[BH4-].[Na+].Cl>O>[O:1]1[C:19]2=[C:20]3[C@:15]([CH3:22])([CH2:16][CH2:17][C@@H:18]2[OH:21])[C@@H:14]2[C@H:4]([C@H:5]4[C@:11]([CH3:23])([CH2:12][CH2:13]2)[C@@H:8]([CH2:9][CH3:10])[CH2:7][CH2:6]4)[C@@H:3]2[O:24][C@:2]123 |f:2.3|. Procedure details: To a solution of 0.105 g (0.237 mmole) of 20-(5,5-dimethyl-1,3-dioxan-2-yl)-1α,2α;6α,7α-diepoxypregn-4-en-3one and 6 ml of ethanol was added 9 mg (0.237 mmole) of sodium borohydride at a temperature of 0° C. and the mixture was stirred at 0° C. for 30 minutes. To the reaction mixture were added water and 1N-hydrochloric acid in the order mentioned and the mixture was extracted with methylene chloride. The aqueous layer was further extracted with methylene chloride and the extract was pooled with... Reactants: C1(=CC=CC=C1)S(=O)(=O)C1=CC(=C(C=C1)CCC=O)Br (3-(4-benzenesulfonyl-2-bromo-phenyl)-propionaldehyde), C[Si](C)(C)C[Mg]Cl (trimethylsilylmethylmagnesium chloride). Run in C1CCOC1 (THF). Reaction conditions: time 3 hour. Yields the product C1(=CC=CC=C1)S(=O)(=O)C1=CC(=C(C=C1)CCC(C[Si](C)(C)C)O)Br (4-(4-benzenesulfonyl-2-bromo-phenyl)-1-trimethylsilanyl-butan-2-ol). Isolated yield 77.0%. Reaction SMILES: [C:1]1([S:7]([C:10]2[CH:15]=[CH:14][C:13]([CH2:16][CH2:17][CH:18]=[O:19])=[C:12]([Br:20])[CH:11]=2)(=[O:9])=[O:8])[CH:6]=[CH:5][CH:4]=[CH:3][CH:2]=1.[CH3:21][Si:22]([CH2:25][Mg]Cl)([CH3:24])[CH3:23]>C1COCC1>[C:1]1([S:7]([C:10]2[CH:15]=[CH:14][C:13]([CH2:16][CH2:17][CH:18]([OH:19])[CH2:21][Si:22]([CH3:25])([CH3:24])[CH3:23])=[C:12]([Br:20])[CH:11]=2)(=[O:8])=[O:9])[CH:2]=[CH:3][CH:4]=[CH:5][CH:6]=1. Reported procedure: To a solution of 3-(4-benzenesulfonyl-2-bromo-phenyl)-propionaldehyde (4.77 g, 13.5 mmol) in THF (40 mL) was added trimethylsilylmethylmagnesium chloride (1M in Et2O, 27.3 mL) at −78° C. under Argon atmosphere. The reaction was allowed to reach 0° C. and was stirred for 3 hours, then quenched by addition of buffer pH=2 KHSO4/Na2SO4 (10%) at 0° C. The mixture was extracted 3 times with EtOAc and the combined extracts were washed with brine, dried over Na2SO4, filtered and evaporated in vacuo. The... Starting materials: IC1=CC(=C(C(=O)O)C=C1)NS(=O)(=O)C=1C=2N=CC=NC2C=CC1 (4-Iodo-2-(quinoxaline-5-sulfonylamino)-benzoic acid), Cl.COC([C@H](CC1=CC(=C(C=C1)Cl)I)N)=O ((S)-2-amino-3-(4-chloro-3-iodo-phenyl)-propionic acid methyl ester hydrochloride). The product is COC([C@H](CC1=CC(=C(C=C1)Cl)I)NC(C1=C(C=C(C=C1)I)NS(=O)(=O)C=1C=2N=CC=NC2C=CC1)=O)=O ((S)-3-(4-Chloro-3-iodo-phenyl)-2-[4-iodo-2-(quinoxaline-5-sulfonylamino)-benzoylamino]-propionic acid methyl ester). Reaction SMILES: [I:1][C:2]1[CH:10]=[CH:9][C:5]([C:6](O)=[O:7])=[C:4]([NH:11][S:12]([C:15]2[C:16]3[N:17]=[CH:18][CH:19]=[N:20][C:21]=3[CH:22]=[CH:23][CH:24]=2)(=[O:14])=[O:13])[CH:3]=1.Cl.[CH3:26][O:27][C:28](=[O:40])[C@@H:29]([NH2:39])[CH2:30][C:31]1[CH:36]=[CH:35][C:34]([Cl:37])=[C:33]([I:38])[CH:32]=1>>[CH3:26][O:27][C:28](=[O:40])[C@@H:29]([NH:39][C:6](=[O:7])[C:5]1[CH:9]=[CH:10][C:2]([I:1])=[CH:3][C:4]=1[NH:11][S:12]([C:15]1[C:16]2[N:17]=[CH:18][CH:19]=[N:20][C:21]=2[CH:22]=[CH:23][CH:24]=1)(=[O:14])=[O:13])[CH2:30][C:31]1[CH:36]=[CH:35][C:34]([Cl:37])=[C:33]([I:38])[CH:32]=1 |f:1.2|. Procedure: 4-Iodo-2-(quinoxaline-5-sulfonylamino)-benzoic acid was coupled to (S)-2-amino-3-(4-chloro-3-iodo-phenyl)-propionic acid methyl ester hydrochloride as in EXAMPLE 1, Part C, to afford title compound. HPLC: RT=10.61 min. MS (ESI+): mass calcd. for C25H19ClI2N4O5S, 776.77; m/z found, 777/779 [M+H]+. 1H NMR (400 MHz, CDCl3): 11.09 (s, 1H), 9.01-8.98 (m, 1H), 8.95-8.92 (m, 1H), 8.58 (d, J=7.3, 1H), 8.34 (d, J=8.5, 1H), 8.11 (d, J=1.5, 1H), 7.94-7.88 (m, 1H), 7.57 (d, J=1.9, 1H), 7.36-7.26 (m, 2H), 7.... The reactants are BrC=1C=C2C3=C(C(=NC4=C(N3CC2)C=CC(=C4)Br)N4CCN(CC4)C)C1 (4,9-dibromo-6-(4-methyl-1-piperazinyl)-1,2-dihydrobenzo[b]pyrrolo[3,2,1-jk][1,4]-benzodiazepine). The reagents and catalysts are [O-2].[O-2].[Mn+4] (manganese dioxide), [O-2].[O-2].[Mn+4] (manganese(IV) dioxide). The solvent is C(Cl)(Cl)Cl (chloroform). Reaction conditions: time 8 hour. Yields the product BrC=1C=C2C3=C(C(=NC4=C(N3C=C2)C=CC(=C4)Br)N4CCN(CC4)C)C1 (4,9-Dibromo-6-(4-methyl-1-piperazinyl)benzo[b]pyrrolo[3,2,1-jk][1,4]benzodiazepine). RXN SMILES: [Br:1][C:2]1[CH:3]=[C:4]2[CH2:13][CH2:12][N:11]3[C:5]2=[C:6]([CH:26]=1)[C:7]([N:19]1[CH2:24][CH2:23][N:22]([CH3:25])[CH2:21][CH2:20]1)=[N:8][C:9]1[CH:17]=[C:16]([Br:18])[CH:15]=[CH:14][C:10]=13>C(Cl)(Cl)Cl.[O-2].[O-2].[Mn+4]>[Br:1][C:2]1[CH:3]=[C:4]2[CH:13]=[CH:12][N:11]3[C:5]2=[C:6]([CH:26]=1)[C:7]([N:19]1[CH2:20][CH2:21][N:22]([CH3:25])[CH2:23][CH2:24]1)=[N:8][C:9]1[CH:17]=[C:16]([Br:18])[CH:15]=[CH:14][C:10]=13 |f:2.3.4|. Procedure: A mixture 4,9-dibromo-6-(4-methyl-1-piperazinyl)-1,2-dihydrobenzo[b]pyrrolo[3,2,1-jk][1,4]-benzodiazepine (4.5 g, 9.45 mmoles) and manganese(IV) dioxide (7.0 g) in chloroform (150 ml) was heated under reflux for 3.5 hours. An additional 4.5 g of manganese dioxide was added. The reaction mixture was stirred overnight at room temperature. The mixture was filtered through celite and the filtrate was concentrated. The residue was purified by flash chromatography over a silica gel column (140 gm , el...